describe an organic reaction: reactants, conditions, products, and yield From a dataset of the Open Reaction Database (ORD), a public repository of structured organic reaction records. The reactants are CSC(=NC#N)SC (dimethyl cyanodithioiminocarbonate), N1=CC=C(C=C1)CN1CCNCC1 (1-(4-pyridylmethyl)piperazine), O.NN (hydrazine hydrate). Run in C(C)O (ethanol), C(C)O (ethanol). The product is NC=1NC(=NN1)N1CCN(CC1)CC1=CC=NC=C1 (1-(5-Amino-4H-1,2,4-triazol-3-yl)-4-(4-pyridylmethyl)-piperazine). Reaction SMILES: [N:1]1[CH:6]=[CH:5][C:4]([CH2:7][N:8]2[CH2:13][CH2:12][NH:11][CH2:10][CH2:9]2)=[CH:3][CH:2]=1.CS[C:16](SC)=[N:17][C:18]#[N:19].O.[NH2:23][NH2:24]>C(O)C>[NH2:19][C:18]1[NH:17][C:16]([N:11]2[CH2:12][CH2:13][N:8]([CH2:7][C:4]3[CH:5]=[CH:6][N:1]=[CH:2][CH:3]=3)[CH2:9][CH2:10]2)=[N:23][N:24]=1 |f:2.3|. Procedure: A 17.7 g (0.1 mole) amount of 1-(4-pyridylmethyl)piperazine (prepared as described above) was dissolved in 25 ml of ethanol and then added dropwise over 30 minutes to a stirred solution of 14.6 g (0.1 mole) of dimethyl cyanodithioiminocarbonate in 125 ml of ethanol. The mixture was refluxed for 20 hours, the evolved gas being led into a sodium hypochlorite trap, for the first 3 hours. Then 6.0 ml (0.12 mole) of hydrazine hydrate was added into the refluxing reaction mixture through the condenser... Reactants: 9-fluorenemethoxycarbonyl-O-succinimide, C(Cl)Cl (methylene chloride), Cl.COC([C@@H](N)CC(C)C)=O (L-leucine methyl ester hydrochloride), C([O-])(O)=O.[Na+] (sodium bicarbonate). The solvent is CCOC(=O)C (EtOAc), CCOC(=O)C (EtOAc), O1CCOCC1 (dioxane), CCCCCC (hexane). Conditions: time 48 hour. Product: COC([C@@H](N)CC(C)C)=O (L-leucine methyl ester). The yield is 79.3%. RXN SMILES: Cl.[CH3:2][O:3][C:4](=[O:11])[C@H:5]([CH2:7][CH:8]([CH3:10])[CH3:9])[NH2:6].C(=O)(O)[O-].[Na+].C(Cl)Cl>O1CCOCC1.CCCCCC.CCOC(C)=O>[CH3:2][O:3][C:4](=[O:11])[C@H:5]([CH2:7][CH:8]([CH3:10])[CH3:9])[NH2:6] |f:0.1,2.3|. Reported procedure: A suspension of L-leucine methyl ester hydrochloride (3.0 g, 16.5 mmol) and sodium bicarbonate (large excess) in 30 mL of dioxane was charged with 9-fluorenemethoxycarbonyl-O-succinimide (2.5 g, 7.43 mmol) at room temperature. The reaction was monitored via TLC (silica, 25% EtOAc in hexane). After two hours 30 ml of methylene chloride was introduced and the reaction was stirred at room temperature for 48 hours. The solution was diluted with EtOAc, washed with water (×2), 3% aqueous HCl, water (×...